From a dataset of the Open Reaction Database (ORD), a public repository of structured organic reaction records. describe an organic reaction: reactants, conditions, products, and yield Reactants: ClC1=CC=CC2=C1C(N1[C@H](C=3N2C=NC3C(=O)OCC)CCC1)=O (ethyl (S)-8-chloro-11,12,13,13a-tetrahydro-9-oxo-9H-imidazo[1,5-a]pyrrolo[2,1-c][1,4]benzodiazepine-1 carboxylate), C1(CCCCCCC1)O (cyclooctanol). The reagents and catalysts are CCO.CCO.CCO.CCO.[Ti] (tetraethyl orthotitanate). Run at time 20 minute. The product is ClC1=CC=CC2=C1C(N1[C@H](C=3N2C=NC3C(=O)OC3CCCCCCC3)CCC1)=O (cyclooctyl (S)-8-chloro-11,12,13,13a-tetrahydro-9-oxo-9H-imidazo[1,5-a]pyrrolo[2,1-c][1,4]benzodiazepine-1-carboxylate). As a reaction SMILES: [Cl:1][C:2]1[C:7]2[C:8](=[O:24])[N:9]3[CH2:23][CH2:22][CH2:21][C@H:10]3[C:11]3[N:12]([CH:13]=[N:14][C:15]=3[C:16]([O:18][CH2:19][CH3:20])=[O:17])[C:6]=2[CH:5]=[CH:4][CH:3]=1.[CH:25]1(O)[CH2:32][CH2:31]CC[CH2:28][CH2:27][CH2:26]1>CCO.CCO.CCO.CCO.[Ti]>[Cl:1][C:2]1[C:7]2[C:8](=[O:24])[N:9]3[CH2:23][CH2:22][CH2:21][C@H:10]3[C:11]3[N:12]([CH:13]=[N:14][C:15]=3[C:16]([O:18][CH:19]3[CH2:28][CH2:27][CH2:26][CH2:25][CH2:32][CH2:31][CH2:20]3)=[O:17])[C:6]=2[CH:5]=[CH:4][CH:3]=1 |f:2.3.4.5.6|. Procedure: A mixture of 10.35 g (0.03 mmol) of ethyl (S)-8-chloro-11,12,13,13a-tetrahydro-9-oxo-9H-imidazo[1,5-a]pyrrolo[2,1-c][1,4]benzodiazepine-1 carboxylate, 50 g of cyclooctanol and 2 g of tetraethyl orthotitanate is heated to 130° for 8 hours, a small amount of solvent being distilled off twice in vacuo. The mixture is subsequently evaporated in vacuo, the residue is taken up in chloroform and the solution is poured into about 20 percent hydrochloric acid. The mixture is stirred for 20 minutes, the c... Procedure: Prepare this compound according to the process described in Step A of Preparation XV, from 1.14 g of ammonium thiocyanate, 1.74 ml of benzoyl chloride and 2.7 g of N-[1-(3-chloro-4-pyridyl)ethyl]propylamine (Compound 22). Reaction SMILES: [S-:1][C:2]#[N:3].[NH4+].[C:5](Cl)(=[O:12])[C:6]1[CH:11]=[CH:10][CH:9]=[CH:8][CH:7]=1.[Cl:14][C:15]1[CH:16]=[N:17][CH:18]=[CH:19][C:20]=1[CH:21]([NH:23][CH2:24][CH2:25][CH3:26])[CH3:22]>>[C:5]([NH:3][C:2](=[S:1])[N:23]([CH:21]([C:20]1[CH:19]=[CH:18][N:17]=[CH:16][C:15]=1[Cl:14])[CH3:22])[CH2:24][CH2:25][CH3:26])(=[O:12])[C:6]1[CH:11]=[CH:10][CH:9]=[CH:8][CH:7]=1 |f:0.1|. The product is C(C1=CC=CC=C1)(=O)NC(N(CCC)C(C)C1=C(C=NC=C1)Cl)=S (N'-benzoyl-N-[1-(3-chloro-4-pyridyl)ethyl]-N-propylthiourea). Reactants: XV, [S-]C#N.[NH4+] (ammonium thiocyanate), C(C1=CC=CC=C1)(=O)Cl (benzoyl chloride), ClC=1C=NC=CC1C(C)NCCC (N-[1-(3-chloro-4-pyridyl)ethyl]propylamine), ClC=1C=NC=CC1C(C)NCCC (N-[1-(3-chloro-4-pyridyl)ethyl]propylamine). Reactants: CC#N, FC(F)(F)Oc1cccc(CBr)c1, O=C(OC1CN2CCC1CC2)C1(c2ccccc2)CCCCCC1. The product is [Br-], O=C(OC1C[N+]2(Cc3cccc(OC(F)(F)F)c3)CCC1CC2)C1(c2ccccc2)CCCCCC1. Reaction SMILES: [CH3:38][C:39]#[N:40].[F:25][C:26]([O:27][c:28]1[cH:29][c:30]([CH2:31][Br:32])[cH:33][cH:34][cH:35]1)([F:36])[F:37].[c:1]1([C:7]2([C:14](=[O:15])[O:16][CH:17]3[CH2:18][N:19]4[CH2:20][CH2:21][CH:22]3[CH2:23][CH2:24]4)[CH2:8][CH2:9][CH2:10][CH2:11][CH2:12][CH2:13]2)[cH:2][cH:3][cH:4][cH:5][cH:6]1>>[Br-:32].[c:1]1([C:7]2([C:14](=[O:15])[O:16][CH:17]3[CH2:18][N+:19]4([CH2:31][c:30]5[cH:29][c:28]([O:27][C:26]([F:25])([F:36])[F:37])[cH:35][cH:34][cH:33]5)[CH2:20][CH2:21][CH:22]3[CH2:23][CH2:24]4)[CH2:8][CH2:9][CH2:10][CH2:11][CH2:12][CH2:13]2)[cH:2][cH:3][cH:4][cH:5][cH:6]1. As a reaction SMILES: [CH2:21]([CH:22]=[CH2:23])[Br:24].[CH2:25]1[CH2:26][CH2:27][C:28]2=[N:33][CH2:32][CH2:31][CH2:30][N:29]2[CH2:34][CH2:35]1.[CH3:39][CH2:40][O:41][C:42]([CH3:43])=[O:44].[Cl:36][CH2:37][Cl:38].[F:1][C:2]([C:3](=[O:4])[N:5]1[CH2:6][CH2:7][c:8]2[c:9]([cH:13][c:14]([Br:18])[c:15]([OH:17])[cH:16]2)[CH:10]([CH3:12])[CH2:11]1)([F:19])[F:20]>>[F:1][C:2]([C:3](=[O:4])[N:5]1[CH2:6][CH2:7][c:8]2[c:9]([cH:13][c:14]([Br:18])[c:15]([O:17][CH2:23][CH:22]=[CH2:21])[cH:16]2)[CH:10]([CH3:12])[CH2:11]1)([F:19])[F:20]. Reactants: C=CCBr, C1CCC2=NCCCN2CC1, CCOC(C)=O, ClCCl, CC1CN(C(=O)C(F)(F)F)CCc2cc(O)c(Br)cc21. Yields the product C=CCOc1cc2c(cc1Br)C(C)CN(C(=O)C(F)(F)F)CC2. Reactants: Cn1c(=O)oc2ccc(Br)cc21, O=C([O-])[O-], CC#N, [K+], [K+], CC(C)(C)OC(=O)NC1(C(=O)NC(Cc2ccc(B3OC(C)(C)C(C)(C)O3)cc2)C(N)=O)CCOCC1. The product is Cn1c(=O)oc2ccc(-c3ccc(CC(NC(=O)C4(NC(=O)OC(C)(C)C)CCOCC4)C(N)=O)cc3)cc21. As a reaction SMILES: [Br:38][c:39]1[cH:40][cH:41][c:42]2[c:43]([n:44]([CH3:48])[c:45](=[O:47])[o:46]2)[cH:49]1.[C:50](=[O:51])([O-:52])[O-:53].[CH3:56][C:57]#[N:58].[K+:54].[K+:55].[NH2:1][C:2]([CH:3]([CH2:4][c:5]1[cH:6][cH:7][c:8]([B:11]2[O:12][C:13]([CH3:14])([CH3:15])[C:16]([CH3:17])([CH3:18])[O:19]2)[cH:9][cH:10]1)[NH:20][C:21](=[O:22])[C:23]1([NH:29][C:30]([O:31][C:32]([CH3:33])([CH3:34])[CH3:35])=[O:36])[CH2:24][CH2:25][O:26][CH2:27][CH2:28]1)=[O:37]>>[NH2:1][C:2]([CH:3]([CH2:4][c:5]1[cH:6][cH:7][c:8](-[c:39]2[cH:40][cH:41][c:42]3[c:43]([n:44]([CH3:48])[c:45](=[O:47])[o:46]3)[cH:49]2)[cH:9][cH:10]1)[NH:20][C:21](=[O:22])[C:23]1([NH:29][C:30]([O:31][C:32]([CH3:33])([CH3:34])[CH3:35])=[O:36])[CH2:24][CH2:25][O:26][CH2:27][CH2:28]1)=[O:37]. Starting materials: Cc1onc(-c2ccccc2)c1-c1cn(-c2cccc(C(=O)O)c2)cn1, NC1CCC1. Product: Cc1onc(-c2ccccc2)c1-c1cn(-c2cccc(C(=O)NC3CCC3)c2)cn1. Reaction SMILES: [CH3:6][c:7]1[c:8](-[c:18]2[n:19][cH:20][n:21](-[c:23]3[cH:24][c:25]([C:26](=[O:27])[OH:28])[cH:29][cH:30][cH:31]3)[cH:22]2)[c:9](-[c:12]2[cH:13][cH:14][cH:15][cH:16][cH:17]2)[n:10][o:11]1.[CH:1]1([NH2:5])[CH2:2][CH2:3][CH2:4]1>>[CH:1]1([NH:5][C:26]([c:25]2[cH:24][c:23](-[n:21]3[cH:20][n:19][c:18](-[c:8]4[c:7]([CH3:6])[o:11][n:10][c:9]4-[c:12]4[cH:13][cH:14][cH:15][cH:16][cH:17]4)[cH:22]3)[cH:31][cH:30][cH:29]2)=[O:27])[CH2:2][CH2:3][CH2:4]1. Reactants: BrC=1C=C(C=CC1)C(C)=O (3'-bromoacetophenone), C[Li] (methyllithium), [Cl-].[NH4+] (ammonium chloride). Run in C(C)OCC (diethyl ether), C(C)OCC (diethyl ether). Yields the product OC(C)(C)C=1C=C(C=CC1)Br (3-(α-hydroxyisopropyl)-1-bromobenzene). Yield: 95.8%. RXN SMILES: [Br:1][C:2]1[CH:3]=[C:4]([C:8](=[O:10])[CH3:9])[CH:5]=[CH:6][CH:7]=1.[CH3:11][Li].[Cl-].[NH4+]>C(OCC)C>[OH:10][C:8]([C:4]1[CH:3]=[C:2]([Br:1])[CH:7]=[CH:6][CH:5]=1)([CH3:11])[CH3:9] |f:2.3|. Procedure: To a solution of 3.34 g (16.8 mmol) of 3'-bromoacetophenone in dry diethyl ether (68 ml) was added 1.4M diethyl ether solution of methyllithium (18.0 ml, 25.2 mmol) in an atmosphere of argon at 0° C., and the mixture was allowed to react for 30 min. To the solution was added a saturated aqueous solution of ammonium chloride, and the mixture was extracted with ethyl acetate. The organic layer was washed with water and then concentrated under reduced pressure. The residue thus obtained was subject... Starting materials: CC(C)(C)c1ccc(CN(Cc2ccc(C(C)(C)C)cc2)C(Cc2ccc(OCc3ccccc3)cc2)C(=O)NCCN2CCCCC2)cc1, C1CCOC1. Yields the product CC(C)(C)c1ccc(CN(Cc2ccc(C(C)(C)C)cc2)C(CNCCN2CCCCC2)Cc2ccc(OCc3ccccc3)cc2)cc1. As a reaction SMILES: [CH2:1]([c:2]1[cH:3][cH:4][cH:5][cH:6][cH:7]1)[O:8][c:9]1[cH:10][cH:11][c:12]([CH2:15][CH:16]([C:17](=[O:18])[NH:19][CH2:20][CH2:21][N:22]2[CH2:23][CH2:24][CH2:25][CH2:26][CH2:27]2)[N:28]([CH2:29][c:30]2[cH:31][cH:32][c:33]([C:36]([CH3:37])([CH3:38])[CH3:39])[cH:34][cH:35]2)[CH2:40][c:41]2[cH:42][cH:43][c:44]([C:47]([CH3:48])([CH3:49])[CH3:50])[cH:45][cH:46]2)[cH:13][cH:14]1.[CH2:51]1[O:52][CH2:53][CH2:54][CH2:55]1>>[CH2:1]([c:2]1[cH:3][cH:4][cH:5][cH:6][cH:7]1)[O:8][c:9]1[cH:10][cH:11][c:12]([CH2:15][CH:16]([CH2:17][NH:19][CH2:20][CH2:21][N:22]2[CH2:23][CH2:24][CH2:25][CH2:26][CH2:27]2)[N:28]([CH2:29][c:30]2[cH:31][cH:32][c:33]([C:36]([CH3:37])([CH3:38])[CH3:39])[cH:34][cH:35]2)[CH2:40][c:41]2[cH:42][cH:43][c:44]([C:47]([CH3:48])([CH3:49])[CH3:50])[cH:45][cH:46]2)[cH:13][cH:14]1. Starting materials: ClCl (chlorine), O=C(CC(=O)OC)CN1C(CC1SC)=O (Methyl 3-oxo-4-(2-oxo-4-methylthioazetidin-1-yl)butyrate). Run in C(Cl)(Cl)(Cl)Cl (carbon tetrachloride), C(Cl)(Cl)(Cl)Cl (carbon tetrachloride). The product is O=C(CC(=O)OC)CN1C(CC1Cl)=O (Methyl 3-oxo-4-(4-chloro-2-oxoazetidin-1-yl)butyrate), gum. Reaction SMILES: [O:1]=[C:2]([CH2:8][N:9]1[CH:12](SC)[CH2:11][C:10]1=[O:15])[CH2:3][C:4]([O:6][CH3:7])=[O:5].[Cl:16]Cl>C(Cl)(Cl)(Cl)Cl>[O:1]=[C:2]([CH2:8][N:9]1[CH:12]([Cl:16])[CH2:11][C:10]1=[O:15])[CH2:3][C:4]([O:6][CH3:7])=[O:5]. Reported procedure: Methyl 3-oxo-4-(2-oxo-4-methylthioazetidin-1-yl)butyrate (300 mg) was dissolved in dry carbon tetrachloride (10 ml) and the solution was stirred and ice-cooled with exclusion of moisture while chlorine (90 mg) in dry carbon tetrachloride (1.5 ml) was added in one portion. After addition, the mixture was warmed to room temperature and stirred for 3 minutes. The solvent was then evaporated under reduced pressure. The residue was dissolved in fresh carbon tetrachloride (5 ml) and again the solvent ...